From a dataset of the Open Reaction Database (ORD), a public repository of structured organic reaction records. describe an organic reaction: reactants, conditions, products, and yield The reactants are Cl.Br.C1NCCC2=CC=C(C(=C12)N)N (1,2,3,4-Tetrahydro-7,8-isoquinolinediamine monohydrobromide monohydrochloride), C(C(=O)O)(=O)O (oxalic acid). Run in Cl (HCl). Conditions: temperature 90 celsius. Product: N1C(C(NC=2C=CC3=C(C12)CNCC3)=O)=O (1,4,7,8,9,10-Hexahydropyrido[3,4-f]quinoxaline-2,3-dione). Yield: 81.5%. Reaction SMILES: Cl.Br.[CH2:3]1[C:12]2[C:7](=[CH:8][CH:9]=[C:10]([NH2:14])[C:11]=2[NH2:13])[CH2:6][CH2:5][NH:4]1.[C:15](O)(=[O:19])[C:16](O)=[O:17]>Cl>[NH:13]1[C:11]2[C:12]3[CH2:3][NH:4][CH2:5][CH2:6][C:7]=3[CH:8]=[CH:9][C:10]=2[NH:14][C:16](=[O:17])[C:15]1=[O:19] |f:0.1.2|. Reported procedure: A solution of Example 29 (01.27 g, 0.96 mmol) in 25 mL 3 N HCl, was treated with oxalic acid (0.15 g, 1.2 mmol) and heated at reflux for 4 h. The mixture was cooled in an ice bath and the precipitate collected by filtration and washed with 3 N HCl, water and then diethyl ether consecutively. After air drying, the solid was suspended in 10 mL water and heated at approximately 90° C., basifyed with ammonium hydroxide solution to pH 8, and filtered hot. The solid was washed first with water, then w...